From a dataset of the Open Reaction Database (ORD), a public repository of structured organic reaction records. describe an organic reaction: reactants, conditions, products, and yield Reactants: O=C([O-])O, CCN(CC)S(F)(F)F, ClCCl, [Na+], O=C(c1cnc(NC23CC4CC(CC(O)(C4)C2)C3)nc1C(F)(F)F)N1CCOCC1. The product is O=C(c1cnc(NC23CC4CC(CC(F)(C4)C2)C3)nc1C(F)(F)F)N1CCOCC1. As a reaction SMILES: [C:40](=[O:41])([O-:42])[OH:43].[CH2:31]([N:32]([S:33]([F:34])([F:35])[F:37])[CH2:36][CH3:38])[CH3:39].[Cl:45][CH2:46][Cl:47].[Na+:44].[O:1]1[CH2:2][CH2:3][N:4]([C:7](=[O:8])[c:9]2[c:10]([C:27]([F:28])([F:29])[F:30])[n:11][c:12]([NH:15][C:16]34[CH2:17][C:18]5([OH:26])[CH2:19][CH:20]([CH2:21][CH:22]([CH2:23]3)[CH2:24]5)[CH2:25]4)[n:13][cH:14]2)[CH2:5][CH2:6]1>>[O:1]1[CH2:2][CH2:3][N:4]([C:7](=[O:8])[c:9]2[c:10]([C:27]([F:28])([F:29])[F:30])[n:11][c:12]([NH:15][C:16]34[CH2:17][C:18]5([F:37])[CH2:19][CH:20]([CH2:21][CH:22]([CH2:23]3)[CH2:24]5)[CH2:25]4)[n:13][cH:14]2)[CH2:5][CH2:6]1. Starting materials: CC1=NC=2CC(CC(C2C=C1)=O)C1=C(C=CC=C1)C (2-methyl-7-(2-methylphenyl)-5,6,7,8-tetrahydroquinolin-5-one), C(=N)(N)NN.Cl (aminoguanidine hydrochloride), Cl (hydrochloric acid), O (water). Solvent: C(C)O (ethanol). Product: Cl.N(C(=N)N)N=C1C=2C=CC(=NC2CC(C1)C1=C(C=CC=C1)C)C (5-guanidinoimino-2-methyl-7-(2-methylphenyl)-5,6,7,8-tetrahydroquinoline hydrochloride). Yield: 78.0%. Reaction SMILES: [CH3:1][C:2]1[CH:11]=[CH:10][C:9]2[C:8](=O)[CH2:7][CH:6]([C:13]3[CH:18]=[CH:17][CH:16]=[CH:15][C:14]=3[CH3:19])[CH2:5][C:4]=2[N:3]=1.[C:20]([NH:23][NH2:24])([NH2:22])=[NH:21].[ClH:25].Cl.O>C(O)C>[ClH:25].[NH:23]([N:24]=[C:8]1[CH2:7][CH:6]([C:13]2[CH:18]=[CH:17][CH:16]=[CH:15][C:14]=2[CH3:19])[CH2:5][C:4]2[N:3]=[C:2]([CH3:1])[CH:11]=[CH:10][C:9]1=2)[C:20]([NH2:22])=[NH:21] |f:1.2,6.7|. Reported procedure: A mixture of 2-methyl-7-(2-methylphenyl)-5,6,7,8-tetrahydroquinolin-5-one (0.3 g), aminoguanidine hydrochloride (0.26 g), concentrated hydrochloric acid (0.12 ml), water (0.12 ml) and ethanol (30 ml) was refluxed for 2.5 hours. Under reduced pressure, the solvent was evaporated, and the residue was dissolved in water. The solution was washed with diethylether, and to the solution was added sodium hydrogen carbonate solution. The mixture was extracted with ethyl acetate, and the organic layer was...